describe an organic reaction: reactants, conditions, products, and yield From a dataset of the Open Reaction Database (ORD), a public repository of structured organic reaction records. Starting materials: C (carbon black), O (water), P(=O)([O-])([O-])[O-].[Ca+2].P(=O)([O-])([O-])[O-].[Ca+2].[Ca+2] (calcium phosphate), CC=1C(=CC(=CC1)N=C=O)N=C=O (tolylene diisocyanate), stainless steel, Cl (hydrochloric acid), C=CC1=CC=CC=C1 (styrene), C=CC1=CC=CC=C1 (styrene), CN1C=NC(=C1)[N+](=O)[O-] (3-methyl-5-nitroimidazole), Coronate, C(CCCCCCCCCCC)(=O)OOC(CCCCCCCCCCC)=O (lauroyl peroxide), C (carbon black), Polyurethane, C1(=CC=CC=C1)N=C=O (phenyl isocyanate), 50, C=CC1=CC=CC=C1 (styrene), C(C=C)(=O)OCC(CCCC)CC (2-ethylhexyl acrylate), C(=C)C1=C(C=CC=C1)C=C (divinylbenzene), polystyrene. Solvent: C(C)(C)(C)O (t-butyl alcohol). Reaction conditions: time 2 minute. The product is C1(O)=CC(O)=CC=C1 (resorcinol), NC=1C=C(C=CC1)O (m-aminophenol), N12CCN(CC1)CC2 (1,4-diazabicyclo[2.2.2]-octane). Reaction SMILES: [CH4:1].[CH2:2]=[CH:3][C:4]1[CH:9]=CC=[CH:6][CH:5]=1.[CH3:10][N:11]1[CH:15]=[C:14]([N+]([O-])=[O:17])[N:13]=[CH:12]1.C(OOC(=O)CCCCCCCCCCC)(=O)CCCCCCCCCCC.CC1C(N=C=O)=CC(N=C=O)=CC=1.C1(N=C=O)C=CC=CC=1.C(OCC(CC)CCCC)(=O)C=C.C(C1C=CC=CC=1C=C)=C.P([O-])([O-])([O-])=O.[Ca+2].P([O-])([O-])([O-])=O.[Ca+2].[Ca+2].Cl.[OH2:106]>C(O)(C)(C)C>[C:1]1([CH:6]=[CH:5][CH:4]=[C:3]([OH:17])[CH:2]=1)[OH:106].[NH2:11][C:1]1[CH:2]=[C:3]([OH:106])[CH:4]=[CH:5][CH:6]=1.[N:13]12[CH2:4][CH2:9][N:11]([CH2:10][CH2:12]1)[CH2:15][CH2:14]2 |f:8.9.10.11.12|. Procedure details: 40 parts by weight of carbon black grafted with styrene "GP-E-3" (manufactured by Ryoyu Kogyo K. K.), which contains 40% by weight of styrene monomer, 30% by weight of polystyrene and 30% by weight of grafted carbon black, 1.5 parts by weight of charge control agent of negative charging type 3-methyl-5-nitroimidazole, 4.5 parts by weight of lauroyl peroxide, 9.0 parts by weight of tolylene diisocyanate "Coronate T-100" (mfd. by Nippon Polyurethane Industry Co., Ltd.) and 0.5 part by weight of ph... Reactants: CC(=O)OCC(=O)N(C)Cc1ccccc1Br, O=C([O-])[O-], CO, [K+], [K+], O. Product: CN(Cc1ccccc1Br)C(=O)CO. As a reaction SMILES: [Br:1][c:2]1[c:3]([CH2:4][N:5]([C:6](=[O:7])[CH2:8][O:9][C:10](=[O:11])[CH3:12])[CH3:13])[cH:14][cH:15][cH:16][cH:17]1.[C:18](=[O:19])([O-:20])[O-:21].[CH3:24][OH:25].[K+:22].[K+:23].[OH2:26]>>[Br:1][c:2]1[c:3]([CH2:4][N:5]([C:6](=[O:7])[CH2:8][OH:9])[CH3:13])[cH:14][cH:15][cH:16][cH:17]1. Reactants: CO, Cn1c(=O)c(-c2ccc(F)cc2Cl)cc2c3ccccc3n(C)c21, [H-], [Na+], CN(C)C=O, O. Reaction SMILES: [CH3:8][OH:9].[Cl:10][c:11]1[c:12](-[c:18]2[cH:19][c:20]3[c:21]([n:22]([CH3:29])[c:23]4[cH:24][cH:25][cH:26][cH:27][c:28]34)[n:30]([CH3:33])[c:31]2=[O:32])[cH:13][cH:14][c:15]([F:17])[cH:16]1.[H-:2].[Na+:1].[O:3]=[CH:4][N:5]([CH3:6])[CH3:7].[OH2:34]>>[O:3]([CH3:4])[c:15]1[cH:14][cH:13][c:12](-[c:18]2[cH:19][c:20]3[c:21]([n:22]([CH3:29])[c:23]4[cH:24][cH:25][cH:26][cH:27][c:28]34)[n:30]([CH3:33])[c:31]2=[O:32])[c:11]([Cl:10])[cH:16]1. Product: COc1ccc(-c2cc3c4ccccc4n(C)c3n(C)c2=O)c(Cl)c1. Reactants: O=C([O-])O, COc1cc[nH]c1C=C1C(=O)Nc2ccc(N)c(-c3ccc4cc[nH]c4c3)c21, [Na+], C1CCOC1, O, O=C(Cl)Cc1cccs1. Yields the product COc1cc[nH]c1C=C1C(=O)Nc2ccc(NC(=O)Cc3cccs3)c(-c3ccc4cc[nH]c4c3)c21. RXN SMILES: [C:38](=[O:39])([OH:40])[O-:41].[NH2:1][c:2]1[c:3](-[c:20]2[cH:21][cH:22][c:23]3[cH:24][cH:25][nH:26][c:27]3[cH:28]2)[c:4]2[c:8]([cH:9][cH:10]1)[NH:7][C:6](=[O:11])[C:5]2=[CH:12][c:13]1[nH:14][cH:15][cH:16][c:17]1[O:18][CH3:19].[Na+:42].[O:43]1[CH2:44][CH2:45][CH2:46][CH2:47]1.[OH2:48].[s:29]1[c:30]([CH2:34][C:35](=[O:36])[Cl:37])[cH:31][cH:32][cH:33]1>>[NH:1]([c:2]1[c:3](-[c:20]2[cH:21][cH:22][c:23]3[cH:24][cH:25][nH:26][c:27]3[cH:28]2)[c:4]2[c:8]([cH:9][cH:10]1)[NH:7][C:6](=[O:11])[C:5]2=[CH:12][c:13]1[nH:14][cH:15][cH:16][c:17]1[O:18][CH3:19])[C:35]([CH2:34][c:30]1[s:29][cH:33][cH:32][cH:31]1)=[O:36]. Reactants: CN(C)C=O, CI, CCc1nc(C)[nH]c1Sc1cc(C)cc(C)c1, [H-], [Na+]. Yields the product CCc1nc(C)n(C)c1Sc1cc(C)cc(C)c1. RXN SMILES: [CH3:22][N:23]([CH3:24])[CH:25]=[O:26].[CH3:3][I:4].[CH3:5][c:6]1[cH:7][c:8]([S:13][c:14]2[c:15]([CH2:20][CH3:21])[n:16][c:17]([CH3:19])[nH:18]2)[cH:9][c:10]([CH3:12])[cH:11]1.[H-:1].[Na+:2]>>[CH3:3][n:18]1[c:14]([S:13][c:8]2[cH:7][c:6]([CH3:5])[cH:11][c:10]([CH3:12])[cH:9]2)[c:15]([CH2:20][CH3:21])[n:16][c:17]1[CH3:19].